describe an organic reaction: reactants, conditions, products, and yield From a dataset of the Open Reaction Database (ORD), a public repository of structured organic reaction records. The reactants are CC=CCO, CS(=O)(=O)O, CC=CCC#CCCCCCCCl. Product: CC=CCC=CCCCCCCCl. RXN SMILES: [CH2:6]([OH:7])[CH:8]=[CH:9][CH3:10].[CH3:1][S:2]([OH:3])(=[O:4])=[O:5].[Cl:11][CH2:12][CH2:13][CH2:14][CH2:15][CH2:16][CH2:17][C:18]#[C:19][CH2:20][CH:21]=[CH:22][CH3:23]>>[Cl:11][CH2:12][CH2:13][CH2:14][CH2:15][CH2:16][CH2:17][CH:18]=[CH:19][CH2:20][CH:21]=[CH:22][CH3:23]. Starting materials: ClC1=NC(N2C(C3=CC=C(C=C3CC2)OC)=C1)=O (2-chloro-9-methoxy-6,7-dihydro-pyrimido[6,1-a]isoquinolin-4-one), [N+](=O)([O-])C=1C=C(N)C=CC1 (3-nitro-aniline). Yields the product [N+](=O)([O-])C=1C=C(C=CC1)NC1=NC(N2C(C3=CC=C(C=C3CC2)OC)=C1)=O (2-(3-Nitro-phenylamino)-9-methoxy-6,7-dihydro-pyrimido[6,1-a]isoquinolin-4-one). Reaction SMILES: Cl[C:2]1[CH:17]=[C:6]2[C:7]3[C:12]([CH2:13][CH2:14][N:5]2[C:4](=[O:18])[N:3]=1)=[CH:11][C:10]([O:15][CH3:16])=[CH:9][CH:8]=3.[N+:19]([C:22]1[CH:23]=[C:24]([CH:26]=[CH:27][CH:28]=1)[NH2:25])([O-:21])=[O:20]>>[N+:19]([C:22]1[CH:23]=[C:24]([NH:25][C:2]2[CH:17]=[C:6]3[C:7]4[C:12]([CH2:13][CH2:14][N:5]3[C:4](=[O:18])[N:3]=2)=[CH:11][C:10]([O:15][CH3:16])=[CH:9][CH:8]=4)[CH:26]=[CH:27][CH:28]=1)([O-:21])=[O:20]. Procedure: The title compound was prepared from 2-chloro-9-methoxy-6,7-dihydro-pyrimido[6,1-a]isoquinolin-4-one (4) and 3-nitro-aniline as in Example 1 d. 1H-NMR (400 MHz, d6-DMSO) δ 10.10 (s, 1H), 8.87 (s, 1H), 8.13 (d, 1H), 7.88 (m, 1H), 7.73 (d, 1H), 7.63 (t, 1H), 7.02 (m, 2H), 6.38 (s, 1H), 4.01 (t, 2H), 3.85 (s, 3H) and 2.99 (t, 2H); MS (ESI) (M+H)+ 365. Reactants: CCSCl, Cc1ccccc1, Cl, Cc1cc(O)cc(=O)o1. Yields the product CCSc1c(O)cc(C)oc1=O. RXN SMILES: [CH2:10]([CH3:11])[S:12][Cl:13].[CH3:15][c:16]1[cH:17][cH:18][cH:19][cH:20][cH:21]1.[ClH:14].[OH:1][c:2]1[cH:3][c:4](=[O:9])[o:5][c:6]([CH3:8])[cH:7]1>>[OH:1][c:2]1[c:3]([S:12][CH2:10][CH3:11])[c:4](=[O:9])[o:5][c:6]([CH3:8])[cH:7]1. The reactants are C(C(=O)Cl)(=O)Cl (oxalyl chloride), CS(=O)C (DMSO), C(C1=CC=CC=C1)N1CC(C(C1)C1=CSC=C1)CO (1-benzyl-3-(RS)-hydroxymethyl-4-(SR)-(3-thienyl)pyrrolidine), CCOCC (ether). Reported procedure: To a solution of 0.31 mL (3.6 mmol) of oxalyl chloride in 20 mL of CH2Cl2 at −78° C. was added 0.51 mL (7.2 mmol) of DMSO and the reaction mixture was stirred. After 10 min., a solution of 0.49 g (1.8 mmol) of 1-benzyl-3-(RS)-hydroxymethyl-4-(SR)-(3-thienyl)pyrrolidine in 20 mL of CH2Cl2 was then added. After stirring for 10 min. at −78° C., the reaction was allowed to warm to rt. The reaction mixture was poured into ether and extracted twice with sat'd NaHCO3 solution and once with sat'd NaCl s... Reaction SMILES: C(Cl)(=O)C(Cl)=O.CS(C)=O.[CH2:11]([N:18]1[CH2:22][CH:21]([C:23]2[CH:27]=[CH:26][S:25][CH:24]=2)[CH:20]([CH2:28][OH:29])[CH2:19]1)[C:12]1[CH:17]=[CH:16][CH:15]=[CH:14][CH:13]=1.CCOCC>C(Cl)Cl>[CH2:11]([N:18]1[CH2:22][CH:21]([C:23]2[CH:27]=[CH:26][S:25][CH:24]=2)[CH:20]([CH:28]=[O:29])[CH2:19]1)[C:12]1[CH:17]=[CH:16][CH:15]=[CH:14][CH:13]=1. Yield: 100.3%. Conditions: time 10 minute. Solvent: C(Cl)Cl (CH2Cl2), C(Cl)Cl (CH2Cl2). Yields the product C(C1=CC=CC=C1)N1CC(C(C1)C1=CSC=C1)C=O (1-Benzyl-3-(SR)-formyl-4-(RS)-(3-thienyl)pyrrolidine).